Dataset: the Open Reaction Database (ORD), a public repository of structured organic reaction records. Task: describe an organic reaction: reactants, conditions, products, and yield As a reaction SMILES: [CH3:6][C:7]([CH3:8])([CH3:9])[NH2:10].[CH:1]1([CH2:2][OH:3])[CH2:4][O:5]1.[OH2:11]>>[CH:1]([CH2:2][OH:3])([CH2:4][NH:10][C:7]([CH3:6])([CH3:8])[CH3:9])[OH:5]. Starting materials: CC(C)(C)N, OCC1CO1, O. The product is CC(C)(C)NCC(O)CO. The reactants are CCO, ClCCl, Cl, NO, O=Cc1cc([N+](=O)[O-])ccc1O, c1ccncc1. Product: O=[N+]([O-])c1ccc(O)c(C=NO)c1. RXN SMILES: [CH3:22][CH2:23][OH:24].[Cl:25][CH2:26][Cl:27].[ClH:13].[NH2:14][OH:15].[OH:1][c:2]1[c:3]([CH:4]=[O:5])[cH:6][c:7]([N+:10](=[O:11])[O-:12])[cH:8][cH:9]1.[cH:16]1[cH:17][cH:18][n:19][cH:20][cH:21]1>>[OH:1][c:2]1[c:3]([CH:4]=[N:14][OH:15])[cH:6][c:7]([N+:10](=[O:11])[O-:12])[cH:8][cH:9]1. Starting materials: COC1=CC=C(C=N1)CNC1=NC=CC=C1C(=O)NC1=CC(=CC=C1)C(F)(F)F (2-[(6-Methoxypyrid-3-yl)methylamino]-N-[3-(trifluoromethyl)phenyl]-3-pyridinecarboxamide), C[Si](C)(C)I (trimethylsilyl iodide), CO (methanol). The solvent is C(Cl)(Cl)Cl (chloroform). Conditions: temperature 60 celsius, time 28 hour. Product: N1C(C=CC(=C1)CNC1=NC=CC=C1C(=O)NC1=CC(=CC=C1)C(F)(F)F)=O (2-[(Pyridin-2(1H)-on-5-yl)methyl]amino-N-[3(trifluoromethyl)phenyl]-3-pyridinecarboxamide). Reaction SMILES: C[O:2][C:3]1[N:8]=[CH:7][C:6]([CH2:9][NH:10][C:11]2[C:16]([C:17]([NH:19][C:20]3[CH:25]=[CH:24][CH:23]=[C:22]([C:26]([F:29])([F:28])[F:27])[CH:21]=3)=[O:18])=[CH:15][CH:14]=[CH:13][N:12]=2)=[CH:5][CH:4]=1.C[Si](I)(C)C.CO>C(Cl)(Cl)Cl>[NH:8]1[CH:7]=[C:6]([CH2:9][NH:10][C:11]2[C:16]([C:17]([NH:19][C:20]3[CH:25]=[CH:24][CH:23]=[C:22]([C:26]([F:27])([F:28])[F:29])[CH:21]=3)=[O:18])=[CH:15][CH:14]=[CH:13][N:12]=2)[CH:5]=[CH:4][C:3]1=[O:2]. Reported procedure: A mixture of 2-[(6-Methoxypyrid-3-yl)methylamino]-N-[3-(trifluoromethyl)phenyl]-3-pyridinecarboxamide (Example 4; 1.4 g, 3.65 mmol) and trimethylsilyl iodide (Fluka, Buchs, Switzerland; 1.4 mL, 10.3 mmol) in chloroform (30 mL) is stirred at 60° C. for 28 hours. The cooled mixture is then treated with methanol (2 mL) and stirred at room temperature for 10 minutes. The solvent is evaporated off under reduced pressure and the residue is treated with an aqueous solution of ammonia (100 mL of 10%) an... The reactants are ice, Cl (hydrochloric acid), C(O)([O-])=O.[Na+] (sodium hydrogencarbonate), CS(=O)(=O)Cl (methanesulfonyl chloride), [Si](C)(C)(C(C)(C)C)OCC[C@@H]1CN(C(O1)C1=CC(=C(C=C1)Cl)Cl)C(C1=CC(=C(C(=C1)OC)OC)OC)=O (2-[(5R)-(3,4-dichlorophenyl)-3-(3,4,5-trimethoxybenzoyl)oxazolidin-5-yl]ethanol t-butyldimethylsilyl ether). Reagents/catalysts: CN(C1=CC=NC=C1)C (4-dimethylaminopyridine). The solvent is C(C)(=O)OCC (ethyl acetate), CCCCCC (hexane), C(C)(=O)O (acetic acid), O1CCCC1 (tetrahydrofuran), O (water). Reaction conditions: temperature 80 celsius, time 2 hour. The product is CS(=O)(=O)OCC[C@@H]1CN(C(O1)C1=CC(=C(C=C1)Cl)Cl)C(C1=CC(=C(C(=C1)OC)OC)OC)=O (2-[(5R)-(3,4-Dichlorophenyl)-3-(3,4,5-trimethoxybenzoyl)oxazolidin-5-yl]ethanol methanesulfonate). Yield: 81.7%. RXN SMILES: [Si]([O:8][CH2:9][CH2:10][C@H:11]1[O:15][CH:14]([C:16]2[CH:21]=[CH:20][C:19]([Cl:22])=[C:18]([Cl:23])[CH:17]=2)[N:13]([C:24](=[O:37])[C:25]2[CH:30]=[C:29]([O:31][CH3:32])[C:28]([O:33][CH3:34])=[C:27]([O:35][CH3:36])[CH:26]=2)[CH2:12]1)(C(C)(C)C)(C)C.C(=O)([O-])O.[Na+].[CH3:43][S:44](Cl)(=[O:46])=[O:45].Cl>C(O)(=O)C.O1CCCC1.O.CN(C)C1C=CN=CC=1.C(OCC)(=O)C.CCCCCC>[CH3:43][S:44]([O:8][CH2:9][CH2:10][C@H:11]1[O:15][CH:14]([C:16]2[CH:21]=[CH:20][C:19]([Cl:22])=[C:18]([Cl:23])[CH:17]=2)[N:13]([C:24](=[O:37])[C:25]2[CH:30]=[C:29]([O:31][CH3:32])[C:28]([O:33][CH3:34])=[C:27]([O:35][CH3:36])[CH:26]=2)[CH2:12]1)(=[O:46])=[O:45] |f:1.2|. Procedure: 3.95 g (6.92 mmole) of 2-[(5R)-(3,4-dichlorophenyl)-3-(3,4,5-trimethoxybenzoyl)oxazolidin-5-yl]ethanol t-butyldimethylsilyl ether [prepared as described in step (f) above] were dissolved in 70 ml of a 3:3:1 by volume mixture of acetic acid, tetrahydrofuran and water. The mixture was then heated under a nitrogen atmosphere at 80° C. for 8 hours. At the end of this time, the solution was neutralised by the addition of a saturated aqueous solution of sodium hydrogencarbonate and extracted with ethy... Starting materials: CC(C)c1ccc(O)c(Cl)c1, ClCCl, O=S(=O)(OS(=O)(=O)C(F)(F)F)C(F)(F)F, c1ccncc1. Yields the product CC(C)c1ccc(OS(=O)(=O)C(F)(F)F)c(Cl)c1. RXN SMILES: [Cl:16][c:17]1[c:18]([OH:26])[cH:19][cH:20][c:21]([CH:23]([CH3:24])[CH3:25])[cH:22]1.[Cl:27][CH2:28][Cl:29].[F:1][C:2]([F:3])([F:4])[S:5](=[O:6])(=[O:7])[O:8][S:9]([C:10]([F:11])([F:12])[F:13])(=[O:14])=[O:15].[cH:30]1[cH:31][cH:32][n:33][cH:34][cH:35]1>>[F:1][C:2]([F:3])([F:4])[S:5](=[O:6])(=[O:7])[O:8][c:18]1[c:17]([Cl:16])[cH:22][c:21]([CH:23]([CH3:24])[CH3:25])[cH:20][cH:19]1.